Dataset: the Open Reaction Database (ORD), a public repository of structured organic reaction records. Task: describe an organic reaction: reactants, conditions, products, and yield The reactants are O=C([O-])O, Nc1nc(Cl)ccc1[N+](=O)[O-], [K+], CC(C)(C)OC(=O)NCCCN, CN(C)C=O, O. The product is CC(C)(C)OC(=O)NCCCNc1ccc([N+](=O)[O-])c(N)n1. RXN SMILES: [C:24](=[O:25])([OH:26])[O-:27].[Cl:13][c:14]1[cH:15][cH:16][c:17]([N+:21](=[O:22])[O-:23])[c:18]([NH2:20])[n:19]1.[K+:28].[NH2:1][CH2:2][CH2:3][CH2:4][NH:5][C:6]([O:7][C:8]([CH3:9])([CH3:10])[CH3:11])=[O:12].[O:30]=[CH:31][N:32]([CH3:33])[CH3:34].[OH2:29]>>[NH:1]([CH2:2][CH2:3][CH2:4][NH:5][C:6]([O:7][C:8]([CH3:9])([CH3:10])[CH3:11])=[O:12])[c:14]1[cH:15][cH:16][c:17]([N+:21](=[O:22])[O-:23])[c:18]([NH2:20])[n:19]1. The reactants are O (water), OCC1=NC=CC=C1 (2-(hydroxymethyl)pyridine), C1CCC2=NCCCN2CC1 (DBU), NC1=NC(=C(C(=N1)Br)C#N)SC (2-amino-4-bromo-6-methylsulfanyl-pyrimidine-5-carbonitrile). The solvent is COCCOC (DME). Conditions: time 16 hour. Product: NC1=NC(=C(C(=N1)SC)C#N)OCC1=NC=CC=C1 (2-amino-4-methylsulfanyl-6-(pyridin-2-ylmethoxy)-pyrimidine-5-carbonitrile). Isolated yield 16.1%. As a reaction SMILES: [NH2:1][C:2]1[N:7]=[C:6](Br)[C:5]([C:9]#[N:10])=[C:4]([S:11][CH3:12])[N:3]=1.[OH:13][CH2:14][C:15]1[CH:20]=[CH:19][CH:18]=[CH:17][N:16]=1.C1CCN2C(=NCCC2)CC1.O>COCCOC>[NH2:1][C:2]1[N:3]=[C:4]([S:11][CH3:12])[C:5]([C:9]#[N:10])=[C:6]([O:13][CH2:14][C:15]2[CH:20]=[CH:19][CH:18]=[CH:17][N:16]=2)[N:7]=1. Reported procedure: To a stirred suspension of 1.00 g (4.08 mmol) 2-amino-4-bromo-6-methylsulfanyl-pyrimidine-5-carbonitrile in 10 ml DME were added 0.33 ml (4.08 mmol) 2-(hydroxymethyl)pyridine and 0.62 ml (4.08 mmol) DBU and stirring continued for 16 hours at room temperature. 50 ml water was then added and the resulting crystals collected by filtration. Chromatography (ethyl acetate) followed by trituration in ether afforded 180 mg (16%) 2-amino-4-methylsulfanyl-6-(pyridin-2-ylmethoxy)-pyrimidine-5-carbonitrile ...